This data is from the Open Reaction Database (ORD), a public repository of structured organic reaction records. The task is: describe an organic reaction: reactants, conditions, products, and yield Starting materials: ClC1=CC=C(C(=O)OC2CCN(CC2)CC2=CC=C(C=C2)Br)C=C1 (1-(4-bromo-benzyl)-piperidin-4-yl 4-chloro-benzoate). Solvent: CCOCC (ether). Product: Cl.ClC1=CC=C(C(=O)OC2CCN(CC2)CC2=CC=C(C=C2)Br)C=C1 (1-(4-bromo-benzyl)-piperidin-4-yl 4-chloro-benzoate hydrochloride). The yield is 153.6%. Reaction SMILES: [Cl:1][C:2]1[CH:24]=[CH:23][C:5]([C:6]([O:8][CH:9]2[CH2:14][CH2:13][N:12]([CH2:15][C:16]3[CH:21]=[CH:20][C:19]([Br:22])=[CH:18][CH:17]=3)[CH2:11][CH2:10]2)=[O:7])=[CH:4][CH:3]=1>CCOCC>[ClH:1].[Cl:1][C:2]1[CH:3]=[CH:4][C:5]([C:6]([O:8][CH:9]2[CH2:10][CH2:11][N:12]([CH2:15][C:16]3[CH:17]=[CH:18][C:19]([Br:22])=[CH:20][CH:21]=3)[CH2:13][CH2:14]2)=[O:7])=[CH:23][CH:24]=1 |f:2.3|. Reported procedure: 0.204 g (0.00055 mol) of 1-(4-bromo-benzyl)-piperidin-4-yl 4-chloro-benzoate was dissolved in 15 ml of ether, filtered, diluted with 0.75 ml of methanol and treated with 5ml of 1N ethereal HCI. The separated precipitate was filtered off and dried. 0.188 g (83.6%) of 1-(4-bromo-benzyl)-piperidin-4-yl 4-chloro-benzoate hydrochloride (1:1) was obtained as white crystals; m.p. 240°-242°. Reactants: O=C([O-])[O-], CC(=O)[O-], CC(=O)[O-], COCCOC, CC(=O)O, [Cu+2], [K+], [K+], Nc1ccnn1C1CCCC1, O, O=C(O)c1ccccc1I. Yields the product O=C(O)c1ccccc1Nc1ccnn1C1CCCC1. Reaction SMILES: [C:28](=[O:29])([O-:30])[O-:31].[C:34]([O-:35])(=[O:36])[CH3:37].[C:39]([O-:40])(=[O:41])[CH3:42].[CH3:22][O:23][CH2:24][CH2:25][O:26][CH3:27].[CH3:43][C:44](=[O:45])[OH:46].[Cu+2:38].[K+:32].[K+:33].[NH2:11][c:12]1[cH:13][cH:14][n:15][n:16]1[CH:17]1[CH2:18][CH2:19][CH2:20][CH2:21]1.[OH2:47].[OH:1][C:2](=[O:3])[c:4]1[cH:5][cH:6][cH:7][cH:8][c:9]1[I:10]>>[OH:1][C:2](=[O:3])[c:4]1[cH:5][cH:6][cH:7][cH:8][c:9]1[NH:11][c:12]1[cH:13][cH:14][n:15][n:16]1[CH:17]1[CH2:18][CH2:19][CH2:20][CH2:21]1. The reactants are CC1(C(OCC(=O)O)C=CC=C1)C (2,2-dimethylphenoxyacetic acid), solution, B.O1CCCC1 (borane tetrahydrofuran), O1CCCC1 (tetrahydrofuran). Yields the product CC(CO)(C)OC1=CC=CC=C1 (2-Methyl-2-phenoxy-1-propanol). Yield: 94.0%. As a reaction SMILES: [CH3:1][C:2]1(C)[CH:12]=CC=C[CH:3]1[O:4]CC(O)=O.B.[O:15]1[CH2:19][CH2:18][CH2:17][CH2:16]1.O1CC[CH2:22][CH2:21]1>>[CH3:1][C:2]([O:15][C:19]1[CH:22]=[CH:21][CH:16]=[CH:17][CH:18]=1)([CH3:12])[CH2:3][OH:4] |f:1.2|. Procedure details: This compound was prepared in 94% yield by reduction of 2,2-dimethylphenoxyacetic acid with a 1 molar solution of borane-tetrahydrofuran in tetrahydrofuran (Aldrich Chemical Co.) using the procedure of N. M. Yoon et al, J. Org. Chem. 38, 2786 (1973). The reactants are BrC=1C=C(C(=C(C1)OC)OC)CCOC (5-bromo-1,2-dimethoxy-3-(2-methoxyethyl)benzene), C(CCC)[Li] (n-butyllithium), [Cl-].[NH4+] (ammonium chloride), C(=O)N1CCOCC1 (N-formylmorpholine). The solvent is C1CCOC1 (THF), C(C)(=O)OCC (ethyl acetate). Reaction conditions: temperature -70 celsius, time 30 minute. Product: COC=1C=C(C=O)C=C(C1OC)CCOC (3,4-dimethoxy-5-(2-methoxyethyl)benzaldehyde). RXN SMILES: Br[C:2]1[CH:3]=[C:4]([CH2:12][CH2:13][O:14][CH3:15])[C:5]([O:10][CH3:11])=[C:6]([O:8][CH3:9])[CH:7]=1.C([Li])CCC.[CH:21](N1CCOCC1)=[O:22].[Cl-].[NH4+]>C1COCC1.C(OCC)(=O)C>[CH3:9][O:8][C:6]1[CH:7]=[C:2]([CH:3]=[C:4]([CH2:12][CH2:13][O:14][CH3:15])[C:5]=1[O:10][CH3:11])[CH:21]=[O:22] |f:3.4|. Procedure: To a solution of 1.3 g of 5-bromo-1,2-dimethoxy-3-(2-methoxyethyl)benzene in 20 ml of THF there was added dropwise 2 ml of n-butyllithium (2.66 M, hexane solution) at −70° C. under a nitrogen atmosphere. After stirring at −70° C. for 30 minutes, 0.7 ml of N-formylmorpholine was added and the temperature was raised from −70° C. to 0° C. over a period of 30 minutes. Saturated aqueous ammonium chloride was added to the reaction mixture, and extraction was performed with ethyl acetate. The organic l... Reactants: CCOC(=O)CN1CC(NC(=O)c2ccc(Cl)s2)C(OC)C1, Nc1ccc(-n2ccncc2=O)cc1F. Yields the product COC1CN(CC(=O)Nc2ccc(-n3ccncc3=O)cc2F)CC1NC(=O)c1ccc(Cl)s1. RXN SMILES: [CH2:1]([O:2][C:4]([CH2:5][N:6]1[CH2:7][CH:8]([NH:13][C:14](=[O:15])[c:16]2[s:17][c:18]([Cl:21])[cH:19][cH:20]2)[CH:9]([O:11][CH3:12])[CH2:10]1)=[O:22])[CH3:3].[NH2:23][c:24]1[c:25]([F:37])[cH:26][c:27](-[n:30]2[c:31](=[O:36])[cH:32][n:33][cH:34][cH:35]2)[cH:28][cH:29]1>>[C:4]([CH2:5][N:6]1[CH2:7][CH:8]([NH:13][C:14](=[O:15])[c:16]2[s:17][c:18]([Cl:21])[cH:19][cH:20]2)[CH:9]([O:11][CH3:12])[CH2:10]1)(=[O:22])[NH:23][c:24]1[c:25]([F:37])[cH:26][c:27](-[n:30]2[c:31](=[O:36])[cH:32][n:33][cH:34][cH:35]2)[cH:28][cH:29]1. The reactants are COC([C@H]([C@H](O)C1=C(C=C(C=C1)OCC1=CC=CC=C1)Cl)OCC)=O ((2S,3R)-3-(4-benzyloxy-2-chloro-phenyl)-2-ethoxy-3-hydroxy-propionic acid methyl ester), C(C)[SiH](CC)CC (triethylsilane). The solvent is FC(C(=O)O)(F)F (trifluoroacetic acid). Product: COC([C@H](CC1=C(C=C(C=C1)OCC1=CC=CC=C1)Cl)OCC)=O ((2S)-3-(4-benzyloxy-2-chloro-phenyl)-2-ethoxy-propionic acid methyl ester). RXN SMILES: [CH3:1][O:2][C:3](=[O:25])[C@@H:4]([O:22][CH2:23][CH3:24])[C@@H:5]([C:7]1[CH:12]=[CH:11][C:10]([O:13][CH2:14][C:15]2[CH:20]=[CH:19][CH:18]=[CH:17][CH:16]=2)=[CH:9][C:8]=1[Cl:21])O.C([SiH](CC)CC)C>FC(F)(F)C(O)=O>[CH3:1][O:2][C:3](=[O:25])[C@@H:4]([O:22][CH2:23][CH3:24])[CH2:5][C:7]1[CH:12]=[CH:11][C:10]([O:13][CH2:14][C:15]2[CH:20]=[CH:19][CH:18]=[CH:17][CH:16]=2)=[CH:9][C:8]=1[Cl:21]. Procedure details: In analogy to the procedure described in example 17 c], (2S,3R)-3-(4-benzyloxy-2-chloro-phenyl)-2-ethoxy-3-hydroxy-propionic acid methyl ester was treated with triethylsilane in trifluoroacetic acid to yield (2S)-3-(4-benzyloxy-2-chloro-phenyl)-2-ethoxy-propionic acid methyl ester as colorless liquid.